From a dataset of the Open Reaction Database (ORD), a public repository of structured organic reaction records. describe an organic reaction: reactants, conditions, products, and yield The reactants are BrC1=C(C(=NC(=C1)Br)[N+](=O)[O-])O (4,6-dibromo-3-hydroxy-2-nitropyridine), C(=O)([O-])[O-].[K+].[K+] (K2CO3), S(=O)(=O)(OC)OC (dimethyl sulfate), BrC1=CC=C(C(=N1)[N+](=O)[O-])O (6-Bromo-3-hydroxy-2-nitropyridine), ice water. The solvent is CN(C=O)C (N,N-dimethylformamide). Conditions: temperature 60 celsius, time 24 hour. Product: BrC1=CC=C(C(=N1)[N+](=O)[O-])OC (6-Bromo-3-methoxy-2-nitropyridine). RXN SMILES: [Br:1][C:2]1[N:7]=[C:6]([N+:8]([O-:10])=[O:9])[C:5]([OH:11])=[CH:4][CH:3]=1.Br[C:13]1C=C(Br)N=C([N+]([O-])=O)C=1O.C([O-])([O-])=O.[K+].[K+].S(OC)(OC)(=O)=O>CN(C)C=O>[Br:1][C:2]1[N:7]=[C:6]([N+:8]([O-:10])=[O:9])[C:5]([O:11][CH3:13])=[CH:4][CH:3]=1 |f:2.3.4|. Procedure: To a heterogeneous 60:40 mixture of 6-bromo-3-hydroxy-2-nitropyridine (30): 4,6-dibromo-3-hydroxy-2-nitropyridine (31) (2.18 g, 10 mmol), K2CO3 (2.08 g, 15 mmol) in N,N-dimethylformamide (DMF) (20 mL) was added dimethyl sulfate (DMS) (1.13 mL, 12 mmol) and the resulting mixture was stirred at 60° C. for 24 hours. The reaction mixture was poured over ice-water (100 mL), extracted with ethyl acetate (3×50 mL), and the organic phase was dried over anhydrous sodium sulfate. The solvent was then remo... Starting materials: CC(=O)[O-], CC(=O)[O-], COc1ccc(B(O)O)cc1, CCCC(=O)Nc1nn(COCC[Si](C)(C)C)c2cc(Cl)ccc12, [Cs+], [F-], C1COCCO1, [Pd+2]. The product is CCCC(=O)Nc1nn(COCC[Si](C)(C)C)c2cc(-c3ccc(OC)cc3)ccc12. Reaction SMILES: [C:44]([O-:45])(=[O:46])[CH3:47].[C:49]([O-:50])(=[O:51])[CH3:52].[CH3:1][O:2][c:3]1[cH:4][cH:5][c:6]([B:9]([OH:10])[OH:11])[cH:7][cH:8]1.[Cl:14][c:15]1[cH:16][cH:17][c:18]2[c:19]([NH:32][C:33]([CH2:34][CH2:35][CH3:36])=[O:37])[n:20][n:21]([CH2:24][O:25][CH2:26][CH2:27][Si:28]([CH3:29])([CH3:30])[CH3:31])[c:22]2[cH:23]1.[Cs+:13].[F-:12].[O:38]1[CH2:39][CH2:40][O:41][CH2:42][CH2:43]1.[Pd+2:48]>>[CH3:1][O:2][c:3]1[cH:4][cH:5][c:6](-[c:15]2[cH:16][cH:17][c:18]3[c:19]([NH:32][C:33]([CH2:34][CH2:35][CH3:36])=[O:37])[n:20][n:21]([CH2:24][O:25][CH2:26][CH2:27][Si:28]([CH3:29])([CH3:30])[CH3:31])[c:22]3[cH:23]2)[cH:7][cH:8]1. Reactants: CCO, NNc1ccccc1, O=C(O)C(=O)C(=O)O, O, O. The product is O=C(O)C(=NNc1ccccc1)C(=O)O. Reaction SMILES: [CH3:18][CH2:19][OH:20].[NH2:10][NH:11][c:12]1[cH:13][cH:14][cH:15][cH:16][cH:17]1.[O:2]=[C:3]([C:4](=[O:5])[OH:6])[C:7](=[O:8])[OH:9].[OH2:1].[OH2:21]>>[C:3]([C:4](=[O:5])[OH:6])([C:7](=[O:8])[OH:9])=[N:10][NH:11][c:12]1[cH:13][cH:14][cH:15][cH:16][cH:17]1. Product: CN(CC(=O)O)C(=O)OCc1ccccc1. As a reaction SMILES: [C:7](=[O:8])([O:9][CH2:10][c:11]1[cH:12][cH:13][cH:14][cH:15][cH:16]1)[NH:17][CH2:18][C:19](=[O:20])[OH:21].[CH2:22]([SiH:23]([CH2:24][CH3:25])[CH2:26][CH3:27])[CH3:28].[Cl:36][CH:37]([Cl:38])[Cl:39].[O:1]1[C:2](=[O:6])[NH:5][CH2:4][CH2:3]1.[OH:29][C:30]([C:31]([F:32])([F:33])[F:34])=[O:35]>>[CH3:2][N:17]([C:7](=[O:8])[O:9][CH2:10][c:11]1[cH:12][cH:13][cH:14][cH:15][cH:16]1)[CH2:18][C:19](=[O:20])[OH:21]. The reactants are O=C(O)CNC(=O)OCc1ccccc1, CC[SiH](CC)CC, ClC(Cl)Cl, O=C1NCCO1, O=C(O)C(F)(F)F. Reactants: OC1=CC(=C(C(=C1)C)C1=CC(=CC=C1)COC1=CC=C(C=O)C=C1)C (4-[(4′-hydroxy-2′,6′-dimethylbiphenyl-3-yl)methoxy]benzaldehyde), C(C)(=O)OCCBr (2-bromoethyl acetate), C([O-])([O-])=O.[Cs+].[Cs+] (cesium carbonate). Procedure: A mixture of 4-[(4′-hydroxy-2′,6′-dimethylbiphenyl-3-yl)methoxy]benzaldehyde, 2-bromoethyl acetate, cesium carbonate and DMF was stirred at 60° C. for 21 hours to obtain 2-({3′-[(4-formylphenoxy)methyl]-2,6-dimethylbiphenyl-4-yl}oxy)ethyl acetate. Product: C(C)(=O)OCCOC1=CC(=C(C(=C1)C)C1=CC(=CC=C1)COC1=CC=C(C=C1)C=O)C (2-({3′-[(4-formylphenoxy)methyl]-2,6-dimethylbiphenyl-4-yl}oxy)ethyl acetate). The solvent is CN(C)C=O (DMF). Run at temperature 60 celsius, time 21 hour. RXN SMILES: [OH:1][C:2]1[CH:7]=[C:6]([CH3:8])[C:5]([C:9]2[CH:14]=[CH:13][CH:12]=[C:11]([CH2:15][O:16][C:17]3[CH:24]=[CH:23][C:20]([CH:21]=[O:22])=[CH:19][CH:18]=3)[CH:10]=2)=[C:4]([CH3:25])[CH:3]=1.[C:26]([O:29][CH2:30][CH2:31]Br)(=[O:28])[CH3:27].C(=O)([O-])[O-].[Cs+].[Cs+]>CN(C=O)C>[C:26]([O:29][CH2:30][CH2:31][O:1][C:2]1[CH:3]=[C:4]([CH3:25])[C:5]([C:9]2[CH:14]=[CH:13][CH:12]=[C:11]([CH2:15][O:16][C:17]3[CH:18]=[CH:19][C:20]([CH:21]=[O:22])=[CH:23][CH:24]=3)[CH:10]=2)=[C:6]([CH3:8])[CH:7]=1)(=[O:28])[CH3:27] |f:2.3.4|.